From a dataset of the Open Reaction Database (ORD), a public repository of structured organic reaction records. describe an organic reaction: reactants, conditions, products, and yield Reactants: CC#CCO, [Cl-], CCN(c1cccc(F)c1)c1cc(Cl)ncn1, [H-], [NH4+], [Na+], C1CCOC1. The product is CC#CCOc1cc(N(CC)c2cccc(F)c2)ncn1. Reaction SMILES: [CH2:3]([C:4]#[C:5][CH3:6])[OH:7].[Cl-:25].[Cl:8][c:9]1[n:10][cH:11][n:12][c:13]([N:15]([c:16]2[cH:17][c:18]([F:22])[cH:19][cH:20][cH:21]2)[CH2:23][CH3:24])[cH:14]1.[H-:1].[NH4+:26].[Na+:2].[O:27]1[CH2:28][CH2:29][CH2:30][CH2:31]1>>[CH2:3]([C:4]#[C:5][CH3:6])[O:7][c:9]1[n:10][cH:11][n:12][c:13]([N:15]([c:16]2[cH:17][c:18]([F:22])[cH:19][cH:20][cH:21]2)[CH2:23][CH3:24])[cH:14]1. Starting materials: CCO, CN(C)C=O, Nc1nc(CSCc2ccccc2)nc2nccnc12, [Na+], [OH-]. The product is O=c1[nH]c(CSCc2ccccc2)nc2nccnc12. RXN SMILES: [CH2:26]([OH:27])[CH3:28].[CH3:21][N:22]([CH3:23])[CH:25]=[O:24].[NH2:1][c:2]1[n:3][c:4]([CH2:12][S:13][CH2:14][c:15]2[cH:16][cH:17][cH:18][cH:19][cH:20]2)[n:5][c:6]2[n:7][cH:8][cH:9][n:10][c:11]12.[Na+:30].[OH-:29]>>[c:2]1(=[O:24])[nH:3][c:4]([CH2:12][S:13][CH2:14][c:15]2[cH:16][cH:17][cH:18][cH:19][cH:20]2)[n:5][c:6]2[n:7][cH:8][cH:9][n:10][c:11]12. Starting materials: ClC1=C(N2C(CC2C1)=O)C(=O)OCC1=CC=CC=C1 (benzyl 3-chloro-1-azabicyclo[3.2.0]hept-2-en-7-one-2-carboxylate), C(C)(C)[N-]C(C)C.[Li+] (lithium diisopropylamide), [NH4+].[Cl-] (NH4Cl), CI (methyliodide). Reaction SMILES: [Cl:1][C:2]1[CH2:8][CH:7]2[N:4]([C:5](=[O:9])[CH2:6]2)[C:3]=1[C:10]([O:12][CH2:13][C:14]1[CH:19]=[CH:18][CH:17]=[CH:16][CH:15]=1)=[O:11].[CH:20]([N-]C(C)C)(C)C.[Li+].CI.[NH4+].[Cl-]>C1COCC1.CCOC(C)=O>[CH3:20][CH:6]1[C:5](=[O:9])[N:4]2[CH:7]1[CH2:8][C:2]([Cl:1])=[C:3]2[C:10]([O:12][CH2:13][C:14]1[CH:19]=[CH:18][CH:17]=[CH:16][CH:15]=1)=[O:11] |f:1.2,4.5|. The product is CC1C2CC(=C(N2C1=O)C(=O)OCC1=CC=CC=C1)Cl (benzyl 6-methyl-3-chloro-1-azabicyclo[3.2.0]hept-2-en-7-one-2-carboxylate). Procedure details: A solution of benzyl 3-chloro-1-azabicyclo[3.2.0]hept-2-en-7-one-2-carboxylate (56 mg) in anhydrous THF (0.5 ml) is added dropwise over a few minutes to a stirring solution of lithium diisopropylamide (from 31 μl diisopropylamine and 140 μl 1.6N BuLi) in anhydrous THF (3 ml) at -78°. After 15 more mins at -78°, the solution is treated with methyliodide (125 μl) and then allowed to warm to -20° over a period of 30 mins. Saturated aqueous NH4Cl (3 ml) is added and the mixture is allowed to come to... Solvent: C1CCOC1 (THF), C1CCOC1 (THF), CCOC(=O)C (EtOAc). Reactants: N(=[N+]=[N-])CCCCCCCCC(=O)O (9-Azido-nonanoic acid). The reagents and catalysts are [Pd].CC(=O)[O-].CC(=O)[O-].[Pb+2] (Lindlar catalyst). Solvent: C(C)O (ethanol). Conditions: time 4 hour. Yields the product NCCCCCCCCC(=O)O (9-Amino-nonanoic acid). As a reaction SMILES: [N:1]([CH2:4][CH2:5][CH2:6][CH2:7][CH2:8][CH2:9][CH2:10][CH2:11][C:12]([OH:14])=[O:13])=[N+]=[N-]>C(O)C.[Pd].CC([O-])=O.CC([O-])=O.[Pb+2]>[NH2:1][CH2:4][CH2:5][CH2:6][CH2:7][CH2:8][CH2:9][CH2:10][CH2:11][C:12]([OH:14])=[O:13] |f:2.3.4.5|. Reported procedure: 9-Azido-nonanoic acid (2.83 g, 14.2 mmol) was dissolved in ethanol (30 mL) and Lindlar catalyst (300 mg) added. The solution was hydrogenated at 50 psi, 30° C. for 4 hours, after which the catalyst was removed by filtration through Kieselguhr, washing with methanol. The solvent was removed in vacuo to give a pale yellow solid, 1.7 g (70%);